describe an organic reaction: reactants, conditions, products, and yield From a dataset of the Open Reaction Database (ORD), a public repository of structured organic reaction records. Reported procedure: A mixture of 21.35 g. of 4-phenylpiperidin-4-ol hydrochloride, 20.6 g. of 6,7-dimethoxy-1-tetralone and 8 g. of paraformaldehyde in 200 ml. of ethanol (or isopropanol) is heated under reflux for 4 hours. The solvent is evaporated and the residue is made into a slurry with acetone/ether and is filtered off. 2-(4-phenyl-4-hydroxypiperidinomethyl)-6,7-dimethoxy-1-tetralone hydrochloride, m.p. 175°-177°, is obtained. Reactants: Cl.C1(=CC=CC=C1)C1(CCNCC1)O (4-phenylpiperidin-4-ol hydrochloride), COC=1C=C2CCCC(C2=CC1OC)=O (6,7-dimethoxy-1-tetralone), C=O (paraformaldehyde), C(C)O (ethanol). As a reaction SMILES: [ClH:1].[C:2]1([C:8]2([OH:14])[CH2:13][CH2:12][NH:11][CH2:10][CH2:9]2)[CH:7]=[CH:6][CH:5]=[CH:4][CH:3]=1.[CH3:15][O:16][C:17]1[CH:18]=[C:19]2[C:24](=[CH:25][C:26]=1[O:27][CH3:28])[C:23](=[O:29])[CH2:22][CH2:21][CH2:20]2.C=O.[CH2:32](O)C>C(O)(C)C>[ClH:1].[C:2]1([C:8]2([OH:14])[CH2:13][CH2:12][N:11]([CH2:32][CH:22]3[CH2:21][CH2:20][C:19]4[C:24](=[CH:25][C:26]([O:27][CH3:28])=[C:17]([O:16][CH3:15])[CH:18]=4)[C:23]3=[O:29])[CH2:10][CH2:9]2)[CH:3]=[CH:4][CH:5]=[CH:6][CH:7]=1 |f:0.1,6.7|. Solvent: C(C)(C)O (isopropanol). Product: Cl.C1(=CC=CC=C1)C1(CCN(CC1)CC1C(C2=CC(=C(C=C2CC1)OC)OC)=O)O (2-(4-phenyl-4-hydroxypiperidinomethyl)-6,7-dimethoxy-1-tetralone hydrochloride).